From a dataset of the Open Reaction Database (ORD), a public repository of structured organic reaction records. describe an organic reaction: reactants, conditions, products, and yield Reactants: BrB(Br)Br, COC(=O)C1(C)Cc2cc(OC)ccc2O1, ClCCl. Yields the product COC(=O)C1(C)Cc2cc(O)ccc2O1. Reaction SMILES: [B:17]([Br:18])([Br:19])[Br:20].[CH3:1][O:2][C:3](=[O:4])[C:5]1([CH3:16])[O:6][c:7]2[c:8]([cH:10][c:11]([O:14][CH3:15])[cH:12][cH:13]2)[CH2:9]1.[Cl:21][CH2:22][Cl:23]>>[CH3:1][O:2][C:3](=[O:4])[C:5]1([CH3:16])[O:6][c:7]2[c:8]([cH:10][c:11]([OH:14])[cH:12][cH:13]2)[CH2:9]1. Reactants: COC(C(O)CC(=O)OC)=O (malic acid dimethyl ester), FC1=C(CBr)C=CC=C1 (2-fluorobenzyl bromide). Reagents/catalysts: [Ag]=O (silver oxide). Run in CCOCC (ether). Product: COC(=O)CC(CCC(=O)OC)OCC1=C(C=CC=C1)F (2-(2-fluorobenzyloxy)-butane-1,4-dicarboxylic acid dimethyl ester). Isolated yield 131.4%. RXN SMILES: [CH3:1][O:2][C:3](=O)[CH:4]([CH2:6][C:7]([O:9][CH3:10])=[O:8])O.[F:12][C:13]1[CH:20]=[CH:19][CH:18]=[CH:17][C:14]=1CBr>[Ag]=O.CCOCC>[CH3:10][O:9][C:7]([CH2:6][CH:3]([O:2][CH2:1][C:20]1[CH:19]=[CH:18][CH:17]=[CH:14][C:13]=1[F:12])[CH2:4][CH2:6][C:7]([O:9][CH3:10])=[O:8])=[O:8]. Reported procedure: 46.4 g (0.2 mol) of silver oxide were added in portions, with constant stirring, to a mixture of 16.2 g (0.1 mol) of malic acid dimethyl ester and 57 g (0.30 mol) of 2-fluorobenzyl bromide. An exothermic reaction started slowly, and the temperature rose to 80° C. After cooling, 200 ml of ether were added, the solid was filtered off, the filtrate was concentrated and the residue was distilled at 180° C. in a waterpump vacuum. 19.6 g (72.6% of theory) of 2-(2-fluorobenzyloxy)-butane-1,4-dicarboxyl... Starting materials: [BH4-], CC(C)COC(=O)Cl, CN1CCOCC1, CO, CCOC(C)=O, Cc1cc(C)c2cc1C(=O)NC(C(=O)O)CCNC(=O)CCSc1cc-2nc(N)n1, [Na+], C1CCOC1. Product: Cc1cc(C)c2cc1C(=O)NC(CO)CCNC(=O)CCSc1cc-2nc(N)n1. RXN SMILES: [BH4-:46].[CH2:31]([O:32][C:33]([Cl:34])=[O:35])[CH:36]([CH3:37])[CH3:38].[CH3:39][N:40]1[CH2:41][CH2:42][O:43][CH2:44][CH2:45]1.[CH3:53][OH:54].[CH3:55][CH2:56][O:57][C:58](=[O:59])[CH3:60].[NH2:1][c:2]1[n:3][c:4]2[cH:22][c:20]([n:21]1)[S:19][CH2:18][CH2:17][C:16](=[O:23])[NH:15][CH2:14][CH2:13][CH:12]([C:24](=[O:25])[OH:26])[NH:11][C:10](=[O:27])[c:9]1[c:8]([CH3:29])[cH:7][c:6]([CH3:30])[c:5]-2[cH:28]1.[Na+:47].[O:48]1[CH2:49][CH2:50][CH2:51][CH2:52]1>>[NH2:1][c:2]1[n:3][c:4]2[cH:22][c:20]([n:21]1)[S:19][CH2:18][CH2:17][C:16](=[O:23])[NH:15][CH2:14][CH2:13][CH:12]([CH2:24][OH:25])[NH:11][C:10](=[O:27])[c:9]1[c:8]([CH3:29])[cH:7][c:6]([CH3:30])[c:5]-2[cH:28]1. Reactants: C(#N)N=C(NCCCNCC1OC2=C(CC1)C=CC=C2)NC(C)C ((±)-N"-cyano-N-[3-[[(3,4-dihydro-2H-1-benzopyran-2-yl)methyl]amino]propyl]-N'-(1-methylethyl)guanidine), Cl (hydrochloric acid). Conditions: time 2 hour. Product: Cl.Cl.O1C(CCC2=C1C=CC=C2)CNCCCNC(=N)NC(C)C ((±)-N-[3-[[(3,4-dihydro-2H-1-benzopyran-2-yl)methyl]amino]propyl]-N'-(1-methylethyl)-guanidine dihydrochloride). The yield is 44.4%. RXN SMILES: C([N:3]=[C:4]([NH:21][CH:22]([CH3:24])[CH3:23])[NH:5][CH2:6][CH2:7][CH2:8][NH:9][CH2:10][CH:11]1[CH2:16][CH2:15][C:14]2[CH:17]=[CH:18][CH:19]=[CH:20][C:13]=2[O:12]1)#N.[ClH:25]>>[ClH:25].[ClH:25].[O:12]1[C:13]2[CH:20]=[CH:19][CH:18]=[CH:17][C:14]=2[CH2:15][CH2:16][CH:11]1[CH2:10][NH:9][CH2:8][CH2:7][CH2:6][NH:5][C:4]([NH:21][CH:22]([CH3:24])[CH3:23])=[NH:3] |f:2.3.4|. Procedure details: A mixture of 2.6 g of (±)-N"-cyano-N-[3-[[(3,4-dihydro-2H-1-benzopyran-2-yl)methyl]amino]propyl]-N'-(1-methylethyl)guanidine in 20 ml of hydrochloric acid 6N was stirred for 2 hours at reflux temperature. The reaction mixture was evaporated and the residue was dissolved in 10 ml of methanol. This solution was filtered and the filtrate was evaporated. The oily residue was dissolved in 10 ml of ethanol. The mixture was filtered and the filtrate was evaporated, yielding 1.32 g (44.4%) of (±)-N-[3-[... The reactants are CO, CC(C)NO, O=Cc1ccc(S(=O)(=O)O)o1, [Na]. Product: CC(C)[N+]([O-])=Cc1ccc(S(=O)(=O)O)o1. RXN SMILES: [CH3:18][OH:19].[CH:1]([CH3:2])([CH3:3])[NH:4][OH:5].[CH:6](=[O:7])[c:8]1[cH:9][cH:10][c:11]([S:13](=[O:14])(=[O:15])[OH:16])[o:12]1.[Na:17]>>[CH:1]([CH3:2])([CH3:3])[N+:4]([O-:5])=[CH:6][c:8]1[cH:9][cH:10][c:11]([S:13](=[O:14])(=[O:15])[OH:16])[o:12]1. The reactants are BrBr (bromine), COC=1C=C2C(=CNC2=CC1)C (5-methoxy-3-methylindole), N1C=NC=C1 (imidazole). Solvent: O1CCOCC1 (dioxane), O1CCOCC1 (dioxane), CCOCC (ether). The product is N1(C=NC=C1)C=1NC2=CC=C(C=C2C1C)OC (2-(1-imidazolyl)-5-methoxy-3-methylindole). Reaction SMILES: BrBr.[CH3:3][O:4][C:5]1[CH:6]=[C:7]2[C:11](=[CH:12][CH:13]=1)[NH:10][CH:9]=[C:8]2[CH3:14].[NH:15]1[CH:19]=[CH:18][N:17]=[CH:16]1>O1CCOCC1.CCOCC>[N:15]1([C:9]2[NH:10][C:11]3[C:7]([C:8]=2[CH3:14])=[CH:6][C:5]([O:4][CH3:3])=[CH:13][CH:12]=3)[CH:19]=[CH:18][N:17]=[CH:16]1. Procedure: A solution of bromine (0.62 ml) in dioxane (25 ml) is added dropwise over a period of 2 hours to a mixture of 5-methoxy-3-methylindole (2.00 g) and imidazole (4.08 g) in dioxane (50 ml) while stirring at 10°. Upon complete addition cooling bath is removed and the suspension is stirred two days at room temperature. The mixture is concentrated in vacuo and the oil obtained is suspended in ether (100 ml) and extracted into 1N hydrochloric acid (2×50 ml). The acid extract is first washed with ether ...